This data is from the Open Reaction Database (ORD), a public repository of structured organic reaction records. The task is: describe an organic reaction: reactants, conditions, products, and yield The product is Cl, O=S(=O)(Nc1cccc2c1CCNC2)c1ccccc1. Reactants: CC(=O)N1CCc2c(cccc2NS(=O)(=O)c2ccccc2)C1, CCCCO, Cl. As a reaction SMILES: [C:1](=[O:2])([CH3:3])[N:4]1[CH2:5][c:6]2[cH:7][cH:8][cH:9][c:10]([NH:14][S:15](=[O:16])(=[O:17])[c:18]3[cH:19][cH:20][cH:21][cH:22][cH:23]3)[c:11]2[CH2:12][CH2:13]1.[CH2:25]([OH:26])[CH2:27][CH2:28][CH3:29].[ClH:24]>>[ClH:24].[NH:4]1[CH2:5][c:6]2[cH:7][cH:8][cH:9][c:10]([NH:14][S:15](=[O:16])(=[O:17])[c:18]3[cH:19][cH:20][cH:21][cH:22][cH:23]3)[c:11]2[CH2:12][CH2:13]1.